Dataset: the Open Reaction Database (ORD), a public repository of structured organic reaction records. Task: describe an organic reaction: reactants, conditions, products, and yield Starting materials: C(C)(C)N1N=C(C=C1)C=1SC=C(C1)C (1-isopropyl-3-(4-methyl-2-thienyl)-1H-pyrazole), IN1C(CCC1=O)=O (N-iodosuccinimide), S(=S)(=O)([O-])[O-].[Na+].[Na+] (sodium thiosulfate), C([O-])([O-])=O.[Na+].[Na+] (sodium carbonate). Solvent: CN(C=O)C (N,N-dimethylformamide). Run at time 8 hour. Product: IC=1C(=NN(C1)C(C)C)C=1SC=C(C1)C (4-iodo-1-isopropyl-3-(4-methyl-2-thienyl)-1H-pyrazole). Yield: 82.8%. As a reaction SMILES: [CH:1]([N:4]1[CH:8]=[CH:7][C:6]([C:9]2[S:10][CH:11]=[C:12]([CH3:14])[CH:13]=2)=[N:5]1)([CH3:3])[CH3:2].[I:15]N1C(=O)CCC1=O.S([O-])([O-])(=O)=S.[Na+].[Na+].C(=O)([O-])[O-].[Na+].[Na+]>CN(C)C=O>[I:15][C:7]1[C:6]([C:9]2[S:10][CH:11]=[C:12]([CH3:14])[CH:13]=2)=[N:5][N:4]([CH:1]([CH3:3])[CH3:2])[CH:8]=1 |f:2.3.4,5.6.7|. Procedure details: To a solution of 1-isopropyl-3-(4-methyl-2-thienyl)-1H-pyrazole (5.6 mmol) in 16 mL dry N,N-dimethylformamide under argon atmosphere was added N-iodosuccinimide (5.8 mmol) in small portions at 0° C. The reaction mixture was allowed to warm to room temperature and was stirred overnight. 5% aqueous sodium thiosulfate solution and saturated aqueous sodium carbonate solution were added and the mixture was stirred at room temperature for 1 h, then extracted with MTBE. The combined organic extracts we... Reactants: O(C1=CC=CC=C1)C1=CC=C(C=C1)NC(=O)N(C)CC(OC)OC (N-(4-Phenoxyphenyl)-N'-(2,2-dimethoxyethyl)-N'-methylurea), Cl (hydrochloric acid). Run in O (water). Yields the product CN1C(N(C=C1)C1=CC=C(C=C1)OC1=CC=CC=C1)=O (1-methyl-3-(4-phenoxyphenyl)-4-imidazolin-2-one). RXN SMILES: [O:1]([C:8]1[CH:13]=[CH:12][C:11]([NH:14][C:15]([N:17]([CH2:19][CH:20](OC)OC)[CH3:18])=[O:16])=[CH:10][CH:9]=1)[C:2]1[CH:7]=[CH:6][CH:5]=[CH:4][CH:3]=1.Cl>O>[CH3:18][N:17]1[CH:19]=[CH:20][N:14]([C:11]2[CH:10]=[CH:9][C:8]([O:1][C:2]3[CH:3]=[CH:4][CH:5]=[CH:6][CH:7]=3)=[CH:13][CH:12]=2)[C:15]1=[O:16]. Procedure: N-(4-Phenoxyphenyl)-N'-(2,2-dimethoxyethyl)-N'-methylurea (5.0 grams, 0.015 mole), water (30 ml) and concentrated hydrochloric acid (3 ml) were charged into a glass reaction vessel fitted with a mechanical stirrer thermometer and condenser. The reaction mixture was refluxed for a period of about 15 minutes, cooled and extracted with ethyl acetate. The ethyl acetate solution was washed with dilute aqueous sodium bicarbonate and with portions of water and dried. The ethyl acetate was removed by mi... The reactants are CC(C)(C)OC(=O)N1CCOc2c(Br)cccc2C1, CCO, Cc1ccccc1, OB(O)c1ccccc1Cl, [Na+], [Na+], O=C([O-])[O-], O, c1ccc(P(c2ccccc2)(c2ccccc2)[Pd](P(c2ccccc2)(c2ccccc2)c2ccccc2)(P(c2ccccc2)(c2ccccc2)c2ccccc2)P(c2ccccc2)(c2ccccc2)c2ccccc2)cc1. The product is CC(C)(C)OC(=O)N1CCOc2c(cccc2-c2ccccc2Cl)C1. Reaction SMILES: [Br:1][c:2]1[cH:3][cH:4][cH:5][c:6]2[c:12]1[O:11][CH2:10][CH2:9][N:8]([C:13](=[O:14])[O:15][C:16]([CH3:17])([CH3:18])[CH3:19])[CH2:7]2.[CH3:31][CH2:32][OH:33].[CH3:40][c:41]1[cH:42][cH:43][cH:44][cH:45][cH:46]1.[Cl:20][c:21]1[c:22]([B:27]([OH:28])[OH:29])[cH:23][cH:24][cH:25][cH:26]1.[Na+:34].[Na+:35].[O-:36][C:37](=[O:38])[O-:39].[OH2:30].[cH:47]1[cH:48][cH:49][c:50]([P:51]([Pd:52]([P:53]([c:54]2[cH:55][cH:56][cH:57][cH:58][cH:59]2)([c:60]2[cH:61][cH:62][cH:63][cH:64][cH:65]2)[c:66]2[cH:67][cH:68][cH:69][cH:70][cH:71]2)([P:72]([c:73]2[cH:74][cH:75][cH:76][cH:77][cH:78]2)([c:79]2[cH:80][cH:81][cH:82][cH:83][cH:84]2)[c:85]2[cH:86][cH:87][cH:88][cH:89][cH:90]2)[P:91]([c:92]2[cH:93][cH:94][cH:95][cH:96][cH:97]2)([c:98]2[cH:99][cH:100][cH:101][cH:102][cH:103]2)[c:104]2[cH:105][cH:106][cH:107][cH:108][cH:109]2)([c:110]2[cH:111][cH:112][cH:113][cH:114][cH:115]2)[c:116]2[cH:117][cH:118][cH:119][cH:120][cH:121]2)[cH:122][cH:123]1>>[c:2]1(-[c:22]2[c:21]([Cl:20])[cH:26][cH:25][cH:24][cH:23]2)[cH:3][cH:4][cH:5][c:6]2[c:12]1[O:11][CH2:10][CH2:9][N:8]([C:13](=[O:14])[O:15][C:16]([CH3:17])([CH3:18])[CH3:19])[CH2:7]2. Starting materials: ClC1=C2C(=NC=C1C(=O)OCC)C=NN2 (ethyl 7-chloro-1H-pyrazolo[4,3-b]pyridine-6-carboxylate), C1(=CC=CC=C1)S (thiophenol). The product is C1(=CC=CC=C1)SC1=C2C(=NC=C1C(=O)OCC)C=NN2 (Ethyl 7-Phenylthio-1H-pyrazolo[4,3-b]pyridine-6-carboxylate). As a reaction SMILES: Cl[C:2]1[C:7]([C:8]([O:10][CH2:11][CH3:12])=[O:9])=[CH:6][N:5]=[C:4]2[CH:13]=[N:14][NH:15][C:3]=12.[C:16]1([SH:22])[CH:21]=[CH:20][CH:19]=[CH:18][CH:17]=1>>[C:16]1([S:22][C:2]2[C:7]([C:8]([O:10][CH2:11][CH3:12])=[O:9])=[CH:6][N:5]=[C:4]3[CH:13]=[N:14][NH:15][C:3]=23)[CH:21]=[CH:20][CH:19]=[CH:18][CH:17]=1. Procedure: The above compound was prepared from ethyl 7-chloro-1H-pyrazolo[4,3-b]pyridine-6-carboxylate and thiophenol in an analogous manner to the preparation of Example 1 giving a white solid, m.p. 130°-131° C. Starting materials: Clc1ncc(Br)cn1, N#CC1=C(C#N)C(=O)C(Cl)=C(Cl)C1=O, CC(c1ccc(F)cc1)c1nccs1, C1CCOC1, O. Product: CC(c1ccc(F)cc1)c1ncc(-c2nc(Cl)ncc2Br)s1. RXN SMILES: [Br:15][c:16]1[cH:17][n:18][c:19]([Cl:22])[n:20][cH:21]1.[Cl:23][C:24]1=[C:35]([Cl:36])[C:33](=[O:34])[C:30]([C:31]#[N:32])=[C:27]([C:28]#[N:29])[C:25]1=[O:26].[F:1][c:2]1[cH:3][cH:4][c:5]([CH:8]([CH3:9])[c:10]2[s:11][cH:12][cH:13][n:14]2)[cH:6][cH:7]1.[O:37]1[CH2:38][CH2:39][CH2:40][CH2:41]1.[OH2:42]>>[F:1][c:2]1[cH:3][cH:4][c:5]([CH:8]([CH3:9])[c:10]2[s:11][c:12](-[c:17]3[c:16]([Br:15])[cH:21][n:20][c:19]([Cl:22])[n:18]3)[cH:13][n:14]2)[cH:6][cH:7]1. Reactants: ClCCl, CCc1cc2c(OCC(=O)OC)nc(SC)nc2n1Cc1cccc(C(F)(F)F)c1, CCOC(C)=O, CO. Yields the product CCc1cc2c(OCC(=O)OC)ncnc2n1Cc1cccc(C(F)(F)F)c1. Reaction SMILES: [CH2:39]([Cl:40])[Cl:41].[CH3:1][O:2][C:3]([CH2:4][O:5][c:6]1[c:7]2[c:8]([n:9][c:10]([S:12][CH3:13])[n:11]1)[n:14]([CH2:19][c:20]1[cH:21][c:22]([C:26]([F:27])([F:28])[F:29])[cH:23][cH:24][cH:25]1)[c:15]([CH2:17][CH3:18])[cH:16]2)=[O:30].[CH3:31][CH2:32][O:33][C:34](=[O:35])[CH3:36].[CH3:37][OH:38]>>[CH3:1][O:2][C:3]([CH2:4][O:5][c:6]1[c:7]2[c:8]([n:9][cH:10][n:11]1)[n:14]([CH2:19][c:20]1[cH:21][c:22]([C:26]([F:27])([F:28])[F:29])[cH:23][cH:24][cH:25]1)[c:15]([CH2:17][CH3:18])[cH:16]2)=[O:30].